describe an organic reaction: reactants, conditions, products, and yield From a dataset of the Open Reaction Database (ORD), a public repository of structured organic reaction records. Starting materials: FC1=CC=C(C=C1)N1C(=NC=C1C(=O)OCC)\C=C\C1=C(C(=CC=C1F)F)F ((E)-ethyl 1-(4-fluorophenyl)-2-(2,3,6-trifluorostyryl)-1H-imidazole-5-carboxylate), [H][H] (hydrogen). The reagents and catalysts are [Pd] (Pd/C). Run in C(C)O (ethanol). Run at time 8 hour. Yields the product FC1=CC=C(C=C1)N1C(=NC=C1C(=O)OCC)CCC1=C(C(=CC=C1F)F)F (ethyl 1-(4-fluorophenyl)-2-(2,3,6-trifluorophenethyl)-1H-imidazole-5-carboxylate). As a reaction SMILES: [F:1][C:2]1[CH:7]=[CH:6][C:5]([N:8]2[C:12]([C:13]([O:15][CH2:16][CH3:17])=[O:14])=[CH:11][N:10]=[C:9]2/[CH:18]=[CH:19]/[C:20]2[C:25]([F:26])=[CH:24][CH:23]=[C:22]([F:27])[C:21]=2[F:28])=[CH:4][CH:3]=1.[H][H]>C(O)C.[Pd]>[F:1][C:2]1[CH:7]=[CH:6][C:5]([N:8]2[C:12]([C:13]([O:15][CH2:16][CH3:17])=[O:14])=[CH:11][N:10]=[C:9]2[CH2:18][CH2:19][C:20]2[C:25]([F:26])=[CH:24][CH:23]=[C:22]([F:27])[C:21]=2[F:28])=[CH:4][CH:3]=1. Procedure: To a solution of (E)-ethyl 1-(4-fluorophenyl)-2-(2,3,6-trifluorostyryl)-1H-imidazole-5-carboxylate (17) (60 mg, 0.16 mmol) in ethanol (10 mL) was added Pd/C (10% Degussa type, 10 mg). A balloon of hydrogen gas was attached and the reaction was evacuated and back-filled with hydrogen three times. The reaction was stirred under a hydrogen balloon overnight at room temperature, filtered through a pad of celite and concentrated in vacuo to give ethyl 1-(4-fluorophenyl)-2-(2,3,6-trifluorophenethyl)-1... The product is CC1(CN)Cc2ccsc2S1(=O)=O. Starting materials: B, C1CCOC1, CSC, CC1(C(N)=O)Cc2ccsc2S1(=O)=O. As a reaction SMILES: [BH3:4].[CH2:19]1[O:20][CH2:21][CH2:22][CH2:23]1.[CH3:1][S:2][CH3:3].[CH3:5][C:6]1([C:16](=[O:17])[NH2:18])[CH2:7][c:8]2[c:9]([s:10][cH:11][cH:12]2)[S:13]1(=[O:14])=[O:15]>>[CH3:5][C:6]1([CH2:16][NH2:18])[CH2:7][c:8]2[c:9]([s:10][cH:11][cH:12]2)[S:13]1(=[O:14])=[O:15]. Starting materials: N1CCCCC1 (piperidine), BrCCOC1=NOC(=C1)C1=CC=CC=C1 (3-(2-Bromoethoxy)-5-phenylisoxazole), ice. Solvent: CO (methanol). The product is C1(=CC=CC=C1)C1=CC(=NO1)OCCN1CCCCC1 (5-Phenyl-3-(2-(1-piperidyl)ethoxy)isoxazole). Yield: 92.2%. As a reaction SMILES: Br[CH2:2][CH2:3][O:4][C:5]1[CH:9]=[C:8]([C:10]2[CH:15]=[CH:14][CH:13]=[CH:12][CH:11]=2)[O:7][N:6]=1.[NH:16]1[CH2:21][CH2:20][CH2:19][CH2:18][CH2:17]1>CO>[C:10]1([C:8]2[O:7][N:6]=[C:5]([O:4][CH2:3][CH2:2][N:16]3[CH2:21][CH2:20][CH2:19][CH2:18][CH2:17]3)[CH:9]=2)[CH:15]=[CH:14][CH:13]=[CH:12][CH:11]=1. Procedure: 3-(2-Bromoethoxy)-5-phenylisoxazole (268 mg) was dissolved in methanol (1.0 ml), and piperidine (426 mg) was added thereto, followed by reflux of the resulting mixture for 3 hours. After the reaction mixture was added to ice-cold water (20 ml) and extracted with ether (20 ml×2), the organic layer was dried over anhydrous magnesium sulfate. After filtration, the solvent was evaporated under reduced pressure. The residue was purified by silica gel column chromatography (eluent: ethyl acetate) to o... Starting materials: CC1(C(=O)O)CCCCC1, C1CCOC1. Yields the product CC1(CO)CCCCC1. RXN SMILES: [CH3:1][C:2]1([C:8](=[O:9])[OH:10])[CH2:3][CH2:4][CH2:5][CH2:6][CH2:7]1.[O:11]1[CH2:12][CH2:13][CH2:14][CH2:15]1>>[CH3:1][C:2]1([CH2:8][OH:9])[CH2:3][CH2:4][CH2:5][CH2:6][CH2:7]1. Starting materials: CN(C=O)C (N,N-dimethylformamide), C[O-].[Na+] (sodium methoxide), SCCC(=O)OC (methyl 3-mercaptopropionate), ClC1=NC=CC=C1C#N (2-chloro-3-cyanopyridine). Run in O (water). Run at time 1 hour. Product: C(#N)C=1C(=NC=CC1)SCCC(=O)OC (methyl 3-(3-cyanopyridin-2-ylthio)propanoate). The yield is 72.0%. RXN SMILES: CN(C)C=O.C[O-].[Na+].[SH:9][CH2:10][CH2:11][C:12]([O:14][CH3:15])=[O:13].Cl[C:17]1[C:22]([C:23]#[N:24])=[CH:21][CH:20]=[CH:19][N:18]=1>O>[C:23]([C:22]1[C:17]([S:9][CH2:10][CH2:11][C:12]([O:14][CH3:15])=[O:13])=[N:18][CH:19]=[CH:20][CH:21]=1)#[N:24] |f:1.2|. Procedure details: A mixture of anhydrous N,N-dimethylformamide (30 ml), sodium methoxide (0.54 g, 10 mmol), methyl 3-mercaptopropionate (1.20 g, 10 mmol) and 2-chloro-3-cyanopyridine (1.38 g, 10 mmol) was stirred at room temperature for 1 h. The reaction mixture was poured into water (200 ml), the product filtered, washed with water and recrystallized from ethyl acetate/hexanes to yield methyl 3-(3-cyanopyridin-2-ylthio)propanoate (1.60 g). mp 101-102° C. as heavy colorless prisms. 1H NMR (300 MHz, CDCl3): 8.45 (... Starting materials: O.O.Cl[Sn]Cl (SnCl2.2H2O), C(C)(C)(C)C=1C=C(C(=C(C1)Cl)OC)[N+](=O)[O-] (5-tert-Butyl-1-chloro-2-methoxy-3-nitro-benzene), O (water). Run in Cl (HCl). Conditions: temperature 90 celsius, time 2 hour. Yields the product C(C)(C)(C)C=1C=C(C(=C(C1)N)OC)Cl (5-tert-Butyl-3-chloro-2-methoxy-phenylamine). Isolated yield 72.4%. As a reaction SMILES: [C:1]([C:5]1[CH:6]=[C:7]([N+:14]([O-])=O)[C:8]([O:12][CH3:13])=[C:9]([Cl:11])[CH:10]=1)([CH3:4])([CH3:3])[CH3:2].O.O.Cl[Sn]Cl.O>Cl>[C:1]([C:5]1[CH:10]=[C:9]([Cl:11])[C:8]([O:12][CH3:13])=[C:7]([NH2:14])[CH:6]=1)([CH3:4])([CH3:2])[CH3:3] |f:1.2.3|. Procedure: 5-tert-Butyl-1-chloro-2-methoxy-3-nitro-benzene (157 mg, 0.646 mmol) was dissolved in 3 mL concentrated HCl and SnCl2.2H2O (0.874 g, 3.87 mmol) was added. The reaction was stirred at 90° C. for 2 hrs, after which water was added and the product extracted into diethyl ether. The organic layer was dried over MgSO4 and concentrated. The residue was purified by column chromatography (2/1 Hex/EtOAc) to yield 100 mg of final product. Calculated mass=213. Observed mass=214 The reactants are CC(=O)O[BH-](OC(C)=O)OC(C)=O, O=C([O-])[O-], CN1CCNCC1, CC(Cl)Cl, COc1ccc(C=O)c(F)c1, [Na+], [Na+], [Na+]. The product is COc1ccc(CN2CCN(C)CC2)c(F)c1. As a reaction SMILES: [C:19]([O:20][BH-:21]([O:22][C:23](=[O:24])[CH3:25])[O:26][C:27](=[O:28])[CH3:29])(=[O:30])[CH3:31].[C:33](=[O:34])([O-:35])[O-:36].[CH3:12][N:13]1[CH2:14][CH2:15][NH:16][CH2:17][CH2:18]1.[Cl:39][CH:40]([Cl:41])[CH3:42].[F:1][c:2]1[c:3]([CH:4]=[O:5])[cH:6][cH:7][c:8]([O:10][CH3:11])[cH:9]1.[Na+:32].[Na+:37].[Na+:38]>>[F:1][c:2]1[c:3]([CH2:4][N:16]2[CH2:15][CH2:14][N:13]([CH3:12])[CH2:18][CH2:17]2)[cH:6][cH:7][c:8]([O:10][CH3:11])[cH:9]1. Starting materials: CO, O=C(O)C(F)(F)F, CC(C)(C)OC(=O)C1CN(Cc2ccc(-c3noc(-c4cc(-c5ccccc5)c(C(F)(F)F)s4)n3)cc2)C1. Product: O=C(O)C1CN(Cc2ccc(-c3noc(-c4cc(-c5ccccc5)c(C(F)(F)F)s4)n3)cc2)C1. Reaction SMILES: [CH3:46][OH:47].[OH:39][C:40]([C:41]([F:42])([F:43])[F:44])=[O:45].[c:1]1(-[c:7]2[cH:8][c:9](-[c:16]3[n:17][c:18](-[c:21]4[cH:22][cH:23][c:24]([CH2:25][N:26]5[CH2:27][CH:28]([C:30](=[O:31])[O:32][C:33]([CH3:34])([CH3:35])[CH3:36])[CH2:29]5)[cH:37][cH:38]4)[n:19][o:20]3)[s:10][c:11]2[C:12]([F:13])([F:14])[F:15])[cH:2][cH:3][cH:4][cH:5][cH:6]1>>[c:1]1(-[c:7]2[cH:8][c:9](-[c:16]3[n:17][c:18](-[c:21]4[cH:22][cH:23][c:24]([CH2:25][N:26]5[CH2:27][CH:28]([C:30](=[O:31])[OH:32])[CH2:29]5)[cH:37][cH:38]4)[n:19][o:20]3)[s:10][c:11]2[C:12]([F:13])([F:14])[F:15])[cH:2][cH:3][cH:4][cH:5][cH:6]1.